Task: describe an organic reaction: reactants, conditions, products, and yield. Dataset: the Open Reaction Database (ORD), a public repository of structured organic reaction records The reactants are [BH4-].[Na+] (sodium borohydride), NC[C@@H](C)C1=C(NC2=CC=C(C=C12)C(C(=O)N(CC)CC)(C)C)C1=CC(=CC(=C1)C)C ((S)-2-[3-(2-amino-1-methylethyl)-2-(3,5-dimethylphenyl)-1H-indol-5-yl]-N,N-diethylisobutyramide), S(=O)(=O)([O-])[O-].[Mg+2] (magnesium sulfate), C(CCC)=O (butyraldehyde). The solvent is CO (methanol), C(Cl)(Cl)Cl (chloroform). Run at time 30 minute. Yields the product C(CCC)NC[C@@H](C)C1=C(NC2=CC=C(C=C12)C(C(=O)N(CC)CC)(C)C)C1=CC(=CC(=C1)C)C ((S)-2-[3-(2-butylamino-1-methylethyl)-2-(3,5-dimethylphenyl)-1H-indol-5-yl]-N,N-diethylisobutyramide). Reaction SMILES: [NH2:1][CH2:2][C@H:3]([C:5]1[C:13]2[C:8](=[CH:9][CH:10]=[C:11]([C:14]([CH3:23])([CH3:22])[C:15]([N:17]([CH2:20][CH3:21])[CH2:18][CH3:19])=[O:16])[CH:12]=2)[NH:7][C:6]=1[C:24]1[CH:29]=[C:28]([CH3:30])[CH:27]=[C:26]([CH3:31])[CH:25]=1)[CH3:4].S([O-])([O-])(=O)=O.[Mg+2].[CH:38](=O)[CH2:39][CH2:40][CH3:41].[BH4-].[Na+]>C(Cl)(Cl)Cl.CO>[CH2:38]([NH:1][CH2:2][C@H:3]([C:5]1[C:13]2[C:8](=[CH:9][CH:10]=[C:11]([C:14]([CH3:23])([CH3:22])[C:15]([N:17]([CH2:18][CH3:19])[CH2:20][CH3:21])=[O:16])[CH:12]=2)[NH:7][C:6]=1[C:24]1[CH:29]=[C:28]([CH3:30])[CH:27]=[C:26]([CH3:31])[CH:25]=1)[CH3:4])[CH2:39][CH2:40][CH3:41] |f:1.2,4.5|. Procedure: To a solution of (S)-2-[3-(2-amino-1-methylethyl)-2-(3,5-dimethylphenyl)-1H-indol-5-yl]-N,N-diethylisobutyramide in dry chloroform at 0° C. is added magnesium sulfate followed by butyraldehyde and the mixture stirred at low temperature. After 30 minutes, a solution of sodium borohydride in methanol is added and the reaction allowed to proceed at 0° C. After completion, the reaction is quenched by the addition of saturated sodium bicarbonate and the mixture extracted with ethyl acetate. The organ... The reactants are O=C([O-])[O-], C1COCCO1, [Cs+], [Cs+], Nc1nc2c(-c3cccc(C(F)(F)F)c3)cccn2n1, COC(=O)c1ccc(I)cc1, CC(=O)[O-], CC(=O)[O-], [Pd+2]. Product: COC(=O)c1ccc(Nc2nc3c(-c4cccc(C(F)(F)F)c4)cccn3n2)cc1. Reaction SMILES: [C:32](=[O:33])([O-:34])[O-:35].[CH2:38]1[O:39][CH2:40][CH2:41][O:42][CH2:43]1.[Cs+:36].[Cs+:37].[F:1][C:2]([c:3]1[cH:4][c:5](-[c:9]2[c:10]3[n:11]([cH:12][cH:13][cH:14]2)[n:15][c:16]([NH2:18])[n:17]3)[cH:6][cH:7][cH:8]1)([F:19])[F:20].[I:21][c:22]1[cH:23][cH:24][c:25]([C:26](=[O:27])[O:28][CH3:29])[cH:30][cH:31]1.[O-:45][C:46]([CH3:47])=[O:48].[O-:49][C:50]([CH3:51])=[O:52].[Pd+2:44]>>[F:1][C:2]([c:3]1[cH:4][c:5](-[c:9]2[c:10]3[n:11]([cH:12][cH:13][cH:14]2)[n:15][c:16]([NH:18][c:22]2[cH:23][cH:24][c:25]([C:26](=[O:27])[O:28][CH3:29])[cH:30][cH:31]2)[n:17]3)[cH:6][cH:7][cH:8]1)([F:19])[F:20]. Procedure: To a stirred solution of 3-amino-3-phenylpropionic acid methyl ester hydrochloride (0.50 g, 2.3 mmol) and sodium carbonate (0.25 g, 2.3 mmol) in 10 mL of water was added N-carboethoxyphthalimide (0.51 g, 2.3 mmol) in 7 mL of acetonitrile. The reaction progress was monitored by TLC (ethyl acetatethexane; 1:2) which showed that the reaction was complete in one hour. The reaction mixture was partially concentrated to remove the acetonitrile. The resulting slurry was filtered and the solid was washe... Isolated yield 39.4%. The solvent is O (water), C(C)#N (acetonitrile). Product: C1(C=2C(C(N1C(CC(=O)OC)C1=CC=CC=C1)=O)=CC=CC2)=O (methyl 3-phthalimido-3-phenylpropionate). The reactants are Cl.COC(CC(C1=CC=CC=C1)N)=O (3-amino-3-phenylpropionic acid methyl ester hydrochloride), C([O-])([O-])=O.[Na+].[Na+] (sodium carbonate), C(=O)(OCC)N1C(C=2C(C1=O)=CC=CC2)=O (N-carboethoxyphthalimide). Reaction SMILES: Cl.[CH3:2][O:3][C:4](=[O:14])[CH2:5][CH:6]([NH2:13])[C:7]1[CH:12]=[CH:11][CH:10]=[CH:9][CH:8]=1.C(=O)([O-])[O-].[Na+].[Na+].C(N1[C:30](=[O:31])[C:29]2=[CH:32][CH:33]=[CH:34][CH:35]=[C:28]2[C:27]1=[O:36])(OCC)=O>O.C(#N)C>[C:27]1(=[O:36])[N:13]([CH:6]([C:7]2[CH:12]=[CH:11][CH:10]=[CH:9][CH:8]=2)[CH2:5][C:4]([O:3][CH3:2])=[O:14])[C:30](=[O:31])[C:29]2=[CH:32][CH:33]=[CH:34][CH:35]=[C:28]12 |f:0.1,2.3.4|. Reaction conditions: time 1 hour. The reactants are O=C1CCC(=O)N1Br, O=C(OOC(=O)c1ccccc1)c1ccccc1, COc1cc(C)ccc1[N+](=O)[O-], ClC(Cl)(Cl)Cl. Product: COc1cc(CBr)ccc1[N+](=O)[O-]. As a reaction SMILES: [Br:13][N:14]1[C:15](=[O:16])[CH2:17][CH2:18][C:19]1=[O:20].[C:21]([O:22][O:23][C:24](=[O:25])[c:26]1[cH:27][cH:28][cH:29][cH:30][cH:31]1)(=[O:32])[c:33]1[cH:34][cH:35][cH:36][cH:37][cH:38]1.[CH3:1][O:2][c:3]1[cH:4][c:5]([CH3:12])[cH:6][cH:7][c:8]1[N+:9](=[O:10])[O-:11].[Cl:39][C:40]([Cl:41])([Cl:42])[Cl:43]>>[CH3:1][O:2][c:3]1[cH:4][c:5]([CH2:12][Br:13])[cH:6][cH:7][c:8]1[N+:9](=[O:10])[O-:11]. Starting materials: C(C)(C)(C)OC(=O)N1CCN(CC1)C1=NC=NC(=N1)C1=CSC=C1 (4-(4-thiophen-3-yl-[1,3,5]triazin-2-yl)-piperazine-1-carboxylic acid tert-butyl ester), C(=O)(C(F)(F)F)O (TFA). Solvent: C(Cl)Cl (CH2Cl2). Run at time 8 hour. The product is N1(CCNCC1)C1=NC=NC(=N1)C1=CSC=C1 (2-piperazin-1-yl-4-thiophen-3-yl-[1,3,5]triazine). As a reaction SMILES: C(OC([N:8]1[CH2:13][CH2:12][N:11]([C:14]2[N:19]=[C:18]([C:20]3[CH:24]=[CH:23][S:22][CH:21]=3)[N:17]=[CH:16][N:15]=2)[CH2:10][CH2:9]1)=O)(C)(C)C.C(O)(C(F)(F)F)=O>C(Cl)Cl>[N:11]1([C:14]2[N:19]=[C:18]([C:20]3[CH:24]=[CH:23][S:22][CH:21]=3)[N:17]=[CH:16][N:15]=2)[CH2:12][CH2:13][NH:8][CH2:9][CH2:10]1. Procedure: To a 0° C. solution of 4-(4-thiophen-3-yl-[1,3,5]triazin-2-yl)-piperazine-1-carboxylic acid tert-butyl ester (60 mg, 0.17 mmol) in CH2Cl2 (2 mL) was added TFA (1 mL) dropwise. The resulting solution was allowed to warm to room temperature and stirred overnight. The resulting mixture was concentrated, then re-dissolved in CH2Cl2 and concentrated. The residue was dissolved in a mixture of CH2Cl2/MeOH (4:1, 5 mL), neutralized with Na2CO3, and stirred at room temperature for 30 min. The resulting so... Reactants: O=C([O-])[O-], COC(=O)c1cc(=O)c2cc(F)ccc2[nH]1, CCI, [K+], [K+], CN(C)C=O, O. The product is CCOc1cc(C(=O)OC)nc2ccc(F)cc12. As a reaction SMILES: [C:17](=[O:18])([O-:19])[O-:20].[F:1][c:2]1[cH:3][c:4]2[c:5](=[O:16])[cH:6][c:7]([C:12](=[O:13])[O:14][CH3:15])[nH:8][c:9]2[cH:10][cH:11]1.[I:28][CH2:29][CH3:30].[K+:21].[K+:22].[O:23]=[CH:24][N:25]([CH3:26])[CH3:27].[OH2:31]>>[F:1][c:2]1[cH:3][c:4]2[c:5]([O:16][CH2:29][CH3:30])[cH:6][c:7]([C:12](=[O:13])[O:14][CH3:15])[n:8][c:9]2[cH:10][cH:11]1.